describe an organic reaction: reactants, conditions, products, and yield From a dataset of the Open Reaction Database (ORD), a public repository of structured organic reaction records. The reactants are C(C)OC(CS(=O)(=O)C1=CC=C(C=C1)OCC#CC)=O ((4-but-2-ynyloxy-benzenesulfonyl)-acetic acid ethyl ester), ClC1=CC=C(CN(CCCl)CCCl)C=C1 ((4-chloro-benzyl)-bis-(2-chloro-ethyl)-amine). The product is C(C)OC(=O)C1(CCN(CC1)CC1=CC=C(C=C1)Cl)S(=O)(=O)C1=CC=C(C=C1)OCC#CC (4-(4-But-2-ynyloxy-benzenesulfonyl)-1-(4-chloro-benzyl)-piperdine-4-carboxylic acid ethyl ester). RXN SMILES: [CH2:1]([O:3][C:4](=[O:20])[CH2:5][S:6]([C:9]1[CH:14]=[CH:13][C:12]([O:15][CH2:16][C:17]#[C:18][CH3:19])=[CH:11][CH:10]=1)(=[O:8])=[O:7])[CH3:2].[Cl:21][C:22]1[CH:35]=[CH:34][C:25]([CH2:26][N:27]([CH2:31][CH2:32]Cl)[CH2:28][CH2:29]Cl)=[CH:24][CH:23]=1>>[CH2:1]([O:3][C:4]([C:5]1([S:6]([C:9]2[CH:10]=[CH:11][C:12]([O:15][CH2:16][C:17]#[C:18][CH3:19])=[CH:13][CH:14]=2)(=[O:7])=[O:8])[CH2:29][CH2:28][N:27]([CH2:26][C:25]2[CH:34]=[CH:35][C:22]([Cl:21])=[CH:23][CH:24]=2)[CH2:31][CH2:32]1)=[O:20])[CH3:2]. Procedure details: 4-(4-But-2-ynyloxy-benzenesulfonyl)-1-(4-chloro-benzyl)-piperdine-4-carboxylic acid ethyl ester was prepared according to the general method as outlined in Example 1 (Step 6). Starting from (4-but-2-ynyloxy-benzenesulfonyl)-acetic acid ethyl ester (4 g, 13.5 mmol) and (4-chloro-benzyl)-bis-(2-chloro-ethyl)-amine (4.9 g, 16.2 mmol). Yield 3.5 g (53%); white crystals; MP 91.8° C.; MS: 490 (M+H)+ Reaction SMILES: [CH3:10][O:11][c:12]1[cH:13][cH:14][c:15]([P:16]2(=[S:19])[S:17][P:18]([c:20]3[cH:21][cH:22][c:23]([O:24][CH3:25])[cH:26][cH:27]3)(=[S:28])[S:29]2)[cH:30][cH:31]1.[CH3:32][c:33]1[cH:34][cH:35][cH:36][cH:37][cH:38]1.[NH2:1][C:2](=[O:3])[c:4]1[cH:5][cH:6][cH:7][cH:8][cH:9]1>>[NH2:1][C:2]([c:4]1[cH:5][cH:6][cH:7][cH:8][cH:9]1)=[S:19]. The reactants are COc1ccc(P2(=S)SP(=S)(c3ccc(OC)cc3)S2)cc1, Cc1ccccc1, NC(=O)c1ccccc1. Product: NC(=S)c1ccccc1.